Task: describe an organic reaction: reactants, conditions, products, and yield. Dataset: the Open Reaction Database (ORD), a public repository of structured organic reaction records The reactants are [N+](=O)([O-])C1=NC=C(C=C1)SC1=CC=C(C=C1)Cl (2-Nitro-5-(4-chlorophenylthio)pyridine), [Cl-].[NH4+] (ammonium chloride). The reagents and catalysts are [Fe] (iron). The product is NC1=NC=C(C=C1)SC1=CC=C(C=C1)Cl (2-AMINO-5-(4-CHLOROPHENYLTHIO)PYRIDINE). RXN SMILES: [N+:1]([C:4]1[CH:9]=[CH:8][C:7]([S:10][C:11]2[CH:16]=[CH:15][C:14]([Cl:17])=[CH:13][CH:12]=2)=[CH:6][N:5]=1)([O-])=O.[Cl-].[NH4+]>[Fe]>[NH2:1][C:4]1[CH:9]=[CH:8][C:7]([S:10][C:11]2[CH:16]=[CH:15][C:14]([Cl:17])=[CH:13][CH:12]=2)=[CH:6][N:5]=1 |f:1.2|. Procedure details: 2-Nitro-5-(4-chlorophenylthio)pyridine (10.5 grams), ammonium chloride (50.0 grams), and powdered iron (30.0 grams) were reacted in the same procedures reported in Example 3. The reaction mixture was filtered hot solvents were removed. The product was extracted with ethyl acetate, washed with water, the ethyl acetate removed, and the product crystallized from ethyl acetate-hexanes, yield 4.5 grams, m.p. 157°-159° C. Starting materials: Cl.OC(CNC(CC1=CC=C(C=C1)OC)(C)C)COC1=CC=C(C=C1)Cl (N-[2-Hydroxy-3-(4-chlorophenoxy)propyl]-1,1-dimethyl-2-(4-methoxypheny)ethylamine Hydrochloride), ( 100 ), Cl.OC(CNC(CC1=CC=C(C=C1)OC)(C)C)COC1=CC=C(C=C1)OC (N-[2-Hydroxy-3-(4-methoxyphenoxy)propyl]-1,1-dimethyl-2-(4-methoxyphenyl)ethylamine Hydrochloride), Cl.OC(CNC(CC1=CC=C(C=C1)OC)(C)C)COC1=CC=C(C=C1)C(C)(C)C (N-[2-Hydroxy-3-(4-t-butylphenoxy)propyl]-1,1-dimethyl-2-(4-methoxyphenyl)ethylamine Hydrochloride), Cl.OC(CNC(CC1=CC=C(C=C1)OC)(C)C)COC1=CC=C(C=C1)Cl (N-[2-Hydroxy-3-(4-chlorophenoxy)propyl]-1,1-dimethyl-2-(4-methoxypheny)ethylamine Hydrochloride), Cl.OC(CNC(CC1=CC=C(C=C1)OC)(C)C)COC1=CC=CC2=CC=CC=C12 (N-[2-Hydroxy-3-(1-naphthoxy)propyl]-1,1-dimethyl-2-(4-methoxyphenyl) ethylamine Hydrochloride), Cl.OC(CNC(CC1=CC=C(C=C1)OC)(C)C)COC1=CC=C(C=C1)OC (N-[2-Hydroxy-3-(4-methoxyphenoxy)propyl]-1,1-dimethyl-2-(4-methoxyphenyl)ethylamine Hydrochloride). The product is Cl.OC(CNC(CC1=CC=C(C=C1)OC)(C)C)COC1=CC=C(C=C1)CCC (N-[2-hydroxy-3-(4-n-propylphenoxy)propyl]-1,1-dimethyl-2-(4-methoxyphenyl)ethylamine Hydrochloride). As a reaction SMILES: Cl.OC(COC1C=CC([Cl:26])=CC=1)CNC(C)(C)CC1C=CC(OC)=CC=1.Cl.[OH:28][CH:29]([CH2:44][O:45][C:46]1[C:55]2[C:50](=[CH:51][CH:52]=[CH:53][CH:54]=2)C=[CH:48][CH:47]=1)[CH2:30][NH:31][C:32]([CH3:43])([CH3:42])[CH2:33][C:34]1[CH:39]=[CH:38][C:37]([O:40][CH3:41])=[CH:36][CH:35]=1.Cl.OC(COC1C=CC(OC)=CC=1)CNC(C)(C)CC1C=CC(OC)=CC=1.Cl.OC(COC1C=CC(C(C)(C)C)=CC=1)CNC(C)(C)CC1C=CC(OC)=CC=1>>[ClH:26].[OH:28][CH:29]([CH2:44][O:45][C:46]1[CH:47]=[CH:48][C:51]([CH2:52][CH2:53][CH3:54])=[CH:50][CH:55]=1)[CH2:30][NH:31][C:32]([CH3:43])([CH3:42])[CH2:33][C:34]1[CH:35]=[CH:36][C:37]([O:40][CH3:41])=[CH:38][CH:39]=1 |f:0.1,2.3,4.5,6.7,8.9|. Reported procedure: GC/EI-MS, m/z (rel. int.) 356 (M-15,.8), 251(18), 250 (100), 163 (5), 121 (19), 114 (7), 110 (5), 107 (7), 91 (6). Reactants: ClC1=NC=C2C(C(=CN(C2=C1Cl)C1CC1)C(=O)OCC)=O (ethyl 7,8-dichloro-1-cyclopropyl-1,4-dihydro-4-oxo-1,6-naphthyridine-3-carboxylate), ice water, O (water), S(O)(O)(=O)=O (sulphuric acid). Run in C(C)(=O)O (acetic acid). Yields the product ClC1=NC=C2C(C(=CN(C2=C1Cl)C1CC1)C(=O)O)=O (7,8Dichloro-1-cyclopropyl-1,4-dihydro-4-oxo-1,6-naphthyridine-3-carboxylic acid). As a reaction SMILES: [Cl:1][C:2]1[C:11]([Cl:12])=[C:10]2[C:5]([C:6](=[O:21])[C:7]([C:16]([O:18]CC)=[O:17])=[CH:8][N:9]2[CH:13]2[CH2:15][CH2:14]2)=[CH:4][N:3]=1.O.S(=O)(=O)(O)O>C(O)(=O)C>[Cl:1][C:2]1[C:11]([Cl:12])=[C:10]2[C:5]([C:6](=[O:21])[C:7]([C:16]([OH:18])=[O:17])=[CH:8][N:9]2[CH:13]2[CH2:15][CH2:14]2)=[CH:4][N:3]=1. Reported procedure: 14.6 g (0.045 mol) of ethyl 7,8-dichloro-1-cyclopropyl-1,4-dihydro-4-oxo-1,6-naphthyridine-3-carboxylate are heated at reflux in a mixture of 59 ml of acetic acid, 59 ml of water and 5.9 ml of concentrated sulphuric acid for two hours. The cooled mixture is put into ice-water, and the product is isolated and washed with water. Starting materials: [OH-].[Na+] (sodium hydroxide), C(C=C)N(CCCCCCOC1=CC(=C(C=C1)C(C=C)(O)C1=CC=C(C=C1)Br)N)C ((RS)-1-[4-[6-(allyl-methyl-amino)-hexyloxy]-2-amino-phenyl]-1-(4-bromo-phenyl)-prop-2-en-1-ol), [Cr](=O)(=O)([O-])Cl.[NH+]1=CC=CC=C1 (pyridinium chlorochromate), O (water). Solvent: C(Cl)Cl (methylene chloride). Run at time 1.5 hour. Product: C(C=C)N(C)CCCCCCOC1=CC=C2C(=CC=NC2=C1)C1=CC=C(C=C1)Br (Allyl-[6-[4-(4-bromo-phenyl)-quinolin-7-yloxy]-hexyl]-methyl-amine). Yield: 16.7%. RXN SMILES: [CH2:1]([N:4]([CH3:30])[CH2:5][CH2:6][CH2:7][CH2:8][CH2:9][CH2:10][O:11][C:12]1[CH:17]=[CH:16][C:15]([C:18]([C:22]2[CH:27]=[CH:26][C:25]([Br:28])=[CH:24][CH:23]=2)(O)[CH:19]=[CH2:20])=[C:14]([NH2:29])[CH:13]=1)[CH:2]=[CH2:3].[Cr](Cl)([O-])(=O)=O.[NH+]1C=CC=CC=1.O.[OH-].[Na+]>C(Cl)Cl>[CH2:1]([N:4]([CH2:5][CH2:6][CH2:7][CH2:8][CH2:9][CH2:10][O:11][C:12]1[CH:13]=[C:14]2[C:15]([C:18]([C:22]3[CH:27]=[CH:26][C:25]([Br:28])=[CH:24][CH:23]=3)=[CH:19][CH:20]=[N:29]2)=[CH:16][CH:17]=1)[CH3:30])[CH:2]=[CH2:3] |f:1.2,4.5|. Procedure: A solution of 0.5 g of (RS)-1-[4-[6-(allyl-methyl-amino)-hexyloxy]-2-amino-phenyl]-1-(4-bromo-phenyl)-prop-2-en-1-ol is added dropwise at 0° C. within 10 min. to a suspension of 0.25 g of pyridinium chlorochromate in methylene chloride. After 1.5 hr. at room temperature water is added, the mixture is adjusted to pH 12 with 2M sodium hydroxide and extracted with methylene chloride. The organic phase is dried, concentrated and the residue is purified over silica gel with methylene chloride/methano...